This data is from the Open Reaction Database (ORD), a public repository of structured organic reaction records. The task is: describe an organic reaction: reactants, conditions, products, and yield Reactants: [Si](C)(C)(C(C)(C)C)OC1=CC=C(CCN2N=C(C=CC2=O)C2=CC=CC=C2)C=C1 (2-(4-(tert-butyldimethylsilyloxy)phenethyl)-6-phenylpyridazin-3(2H)-one), C1=CC=NC=C1.F (HF-pyridine). Run in C(C)#N (ACN). Conditions: time 18 hour. The product is OC1=CC=C(CCN2N=C(C=CC2=O)C2=CC=CC=C2)C=C1 (2-(4-Hydroxyphenethyl)-6-phenylpyridazin-3(2H)-one). RXN SMILES: [Si]([O:8][C:9]1[CH:29]=[CH:28][C:12]([CH2:13][CH2:14][N:15]2[C:20](=[O:21])[CH:19]=[CH:18][C:17]([C:22]3[CH:27]=[CH:26][CH:25]=[CH:24][CH:23]=3)=[N:16]2)=[CH:11][CH:10]=1)(C(C)(C)C)(C)C.C1C=CN=CC=1.F>C(#N)C>[OH:8][C:9]1[CH:10]=[CH:11][C:12]([CH2:13][CH2:14][N:15]2[C:20](=[O:21])[CH:19]=[CH:18][C:17]([C:22]3[CH:23]=[CH:24][CH:25]=[CH:26][CH:27]=3)=[N:16]2)=[CH:28][CH:29]=1 |f:1.2|. Procedure details: To a stirring solution of 2-(4-(tert-butyldimethylsilyloxy)phenethyl)-6-phenylpyridazin-3(2H)-one (180 mg, 443 μmol) in ACN (3 mL) was added 70% HF-pyridine (0.25 mL) at 23° and stirred for 18 h. Solvents removed under reduced pressure and residue partioned between 9:1 CHCl3/iPrOH (30 mL) and 5% NaHCO3 (15 mL). The aqueous was further extracted with 9:1 CH3Cl/iPrOH (3×20 mL). Combined organics dried over MgSO4 then concentrated to a solid under reduced pressure from toluene. The residue was puri... Reactants: S(=O)(Cl)Cl (thionyl chloride), C(C)(=O)SC[C@@H]1CN(CCN1C[C@@H](C=1C(=C2COC(C2=CC1)=O)C)O)C(=O)OC(C)(C)C ((S)-tert-butyl 3-(acetylthiomethyl)-4-((R)-2-hydroxy-2-(4-methyl-1-oxo-1,3-dihydroisobenzofuran-5-yl)ethyl)piperazine-1-carboxylate), N1=CC=CC=C1 (pyridine). Solvent: C1(=CC=CC=C1)C (toluene). Reaction conditions: time 20 minute. Yields the product C(C)(=O)SC[C@@H]1CN(CCN1CC(C=1C(=C2COC(C2=CC1)=O)C)Cl)C(=O)OC(C)(C)C ((3S)-tert-butyl 3-(acetylthiomethyl)-4-(2-chloro-2-(4-methyl-1-oxo-1,3-dihydroisobenzofuran-5-yl)ethyl)piperazine-1-carboxylate). As a reaction SMILES: [C:1]([S:4][CH2:5][C@H:6]1[N:11]([CH2:12][C@H:13](O)[C:14]2[C:15]([CH3:24])=[C:16]3[C:20](=[CH:21][CH:22]=2)[C:19](=[O:23])[O:18][CH2:17]3)[CH2:10][CH2:9][N:8]([C:26]([O:28][C:29]([CH3:32])([CH3:31])[CH3:30])=[O:27])[CH2:7]1)(=[O:3])[CH3:2].S(Cl)([Cl:35])=O.N1C=CC=CC=1>C1(C)C=CC=CC=1>[C:1]([S:4][CH2:5][C@H:6]1[N:11]([CH2:12][CH:13]([Cl:35])[C:14]2[C:15]([CH3:24])=[C:16]3[C:20](=[CH:21][CH:22]=2)[C:19](=[O:23])[O:18][CH2:17]3)[CH2:10][CH2:9][N:8]([C:26]([O:28][C:29]([CH3:32])([CH3:31])[CH3:30])=[O:27])[CH2:7]1)(=[O:3])[CH3:2]. Procedure: To a cooled with an ice bath solution of (S)-tert-butyl 3-(acetylthiomethyl)-4-((R)-2-hydroxy-2-(4-methyl-1-oxo-1,3-dihydroisobenzofuran-5-yl)ethyl)piperazine-1-carboxylate (573 mg, 1.23 mmol) in anhydrous toluene (12.3 mL) was added thionyl chloride (0.268 mL, 3.70 mmol). Then, anhydrous pyridine (0.399 mL, 4.93 mmol) was added dropwise. The reaction mixture was kept at 0° C. for 20 min, then warmed to room temperature and stirred for 3 hours. TLC showed the consumption of the starting material... The product is Nc1ccc2c(c1)COC2=C1C(=O)Nc2ccc(Cl)cc21. RXN SMILES: [CH2:46]1[O:47][CH2:48][CH2:49][CH2:50]1.[CH3:42][OH:43].[CH3:44][OH:45].[Cl:1][c:2]1[cH:3][c:4]2[c:8]([cH:9][cH:10]1)[NH:7][C:6](=[O:11])[C:5]2=[C:12]1[O:13][CH2:14][c:15]2[cH:16][c:17]([NH:21][C:22]([c:23]3[cH:24][cH:25][cH:26][cH:27][cH:28]3)([c:29]3[cH:30][cH:31][cH:32][cH:33][cH:34]3)[c:35]3[cH:36][cH:37][cH:38][cH:39][cH:40]3)[cH:18][cH:19][c:20]21.[ClH:41]>>[Cl:1][c:2]1[cH:3][c:4]2[c:8]([cH:9][cH:10]1)[NH:7][C:6](=[O:11])[C:5]2=[C:12]1[O:13][CH2:14][c:15]2[cH:16][c:17]([NH2:21])[cH:18][cH:19][c:20]21. Starting materials: C1CCOC1, CO, CO, O=C1Nc2ccc(Cl)cc2C1=C1OCc2cc(NC(c3ccccc3)(c3ccccc3)c3ccccc3)ccc21, Cl. Reactants: CCOC=C(C(=O)OCC)C(=O)OCC, CCCC[N+](CCCC)(CCCC)CCCC, CC(CO)Nc1ccc(F)c(F)c1F, [K+], CN(C)C=O, [OH-], O, O=S(=O)([O-])O. Product: CCOC(=O)C(=CN(c1ccc(F)c(F)c1F)C(C)CO)C(=O)OCC. RXN SMILES: [CH2:17]([O:18][CH:20]=[C:21]([C:22](=[O:23])[O:24][CH2:25][CH3:26])[C:27](=[O:28])[O:29][CH2:30][CH3:31])[CH3:19].[CH2:38]([N+:39]([CH2:40][CH2:41][CH2:42][CH3:43])([CH2:44][CH2:45][CH2:46][CH3:47])[CH2:48][CH2:49][CH2:50][CH3:51])[CH2:52][CH2:53][CH3:54].[F:3][c:4]1[c:5]([NH:6][CH:7]([CH2:8][OH:9])[CH3:10])[cH:11][cH:12][c:13]([F:16])[c:14]1[F:15].[K+:2].[O:55]=[CH:56][N:57]([CH3:58])[CH3:59].[OH-:1].[OH2:32].[S:33]([O-:34])([OH:35])(=[O:36])=[O:37]>>[F:3][c:4]1[c:5]([N:6]([CH:7]([CH2:8][OH:9])[CH3:10])[CH:20]=[C:21]([C:22](=[O:23])[O:24][CH2:25][CH3:26])[C:27](=[O:28])[O:29][CH2:30][CH3:31])[cH:11][cH:12][c:13]([F:16])[c:14]1[F:15]. Starting materials: C1CCOC1, CN1CCCNCC1, CN1CCCN(c2ccc(S(=O)(=O)Nc3ccccc3)cc2[N+](=O)[O-])CC1, CCO, CCO, CCOCC, CCOC(C)=O, ClCCl, O=[N+]([O-])c1cc(S(=O)(=O)Nc2ccccc2)ccc1Cl, [K+], [K+], NN, O=C([O-])[O-], O. Product: CN1CCCN(c2ccc(S(=O)(=O)Nc3ccccc3)cc2N)CC1. As a reaction SMILES: [CH2:71]1[O:72][CH2:73][CH2:74][CH2:75]1.[CH3:1][N:2]1[CH2:3][CH2:4][CH2:5][NH:6][CH2:7][CH2:8]1.[CH3:35][N:36]1[CH2:37][CH2:38][N:39]([c:43]2[c:44]([N+:59]([O-:60])=[O:61])[cH:45][c:46]([S:49](=[O:50])(=[O:51])[NH:52][c:53]3[cH:54][cH:55][cH:56][cH:57][cH:58]3)[cH:47][cH:48]2)[CH2:40][CH2:41][CH2:42]1.[CH3:68][CH2:69][OH:70].[CH3:76][CH2:77][OH:78].[CH3:79][CH2:80][O:81][CH2:82][CH3:83].[CH3:84][CH2:85][O:86][C:87]([CH3:88])=[O:89].[Cl:65][CH2:66][Cl:67].[Cl:9][c:10]1[cH:11][cH:12][c:13]([S:14]([NH:15][c:16]2[cH:17][cH:18][cH:19][cH:20][cH:21]2)(=[O:22])=[O:23])[cH:24][c:25]1[N+:26]([O-:27])=[O:28].[K+:29].[K+:30].[NH2:63][NH2:64].[O-:31][C:32]([O-:33])=[O:34].[OH2:62]>>[CH3:35][N:36]1[CH2:37][CH2:38][N:39]([c:43]2[c:44]([NH2:59])[cH:45][c:46]([S:49](=[O:50])(=[O:51])[NH:52][c:53]3[cH:54][cH:55][cH:56][cH:57][cH:58]3)[cH:47][cH:48]2)[CH2:40][CH2:41][CH2:42]1. Reactants: C1(=CC=CC=C1)[CH-]C1=CC=CC=C1.[K+] (Potassium diphenylmethanide), CC(=C1C=CC=C1)C (6,6-dimethylfulvene). Run in C1CCOC1 (THF), C1CCOC1 (THF). Conditions: temperature 25 celsius, time 16 hour. Product: C1(C=CC=C1)C(C(C1=CC=CC=C1)C1=CC=CC=C1)(C)C (2-(cyclopentadienyl)-2,2-dimethyl-1,1-diphenylethane). Reaction SMILES: [C:1]1([CH-:7][C:8]2[CH:13]=[CH:12][CH:11]=[CH:10][CH:9]=2)[CH:6]=[CH:5][CH:4]=[CH:3][CH:2]=1.[K+].[CH3:15][C:16]([CH3:22])=[C:17]1[CH:21]=[CH:20][CH:19]=[CH:18]1>C1COCC1>[CH:17]1([C:16]([CH3:22])([CH3:15])[CH:7]([C:8]2[CH:9]=[CH:10][CH:11]=[CH:12][CH:13]=2)[C:1]2[CH:6]=[CH:5][CH:4]=[CH:3][CH:2]=2)[CH:21]=[CH:20][CH:19]=[CH:18]1 |f:0.1|. Reported procedure: Potassium diphenylmethanide (5.72 g, 27.8 mmols) in about 50 mL of THF was slowly added to 6,6-dimethylfulvene (2.94 g, 27.8 mmols) in about 100 mL of THF at about 25 C. The reaction mixture was stirred at about 25° C. for about 16 hours. The solvent was removed under reduced pressure to give the desired product as a sticky, oily solid. Reaction SMILES: [CH3:1][C:2](C)([O-])C.[K+].[C:7]1(=[O:14])[CH2:13][CH2:12][CH2:11][CH2:10][CH2:9][CH2:8]1.[I-].ClCC[S+](C)C.O>C(O)(C)(C)C>[CH2:1]1[C:8]2([CH2:9][CH2:10][CH2:11][CH2:12][CH2:13][C:7]2=[O:14])[CH2:2]1 |f:0.1,3.4|. Product: C1CC12C(CCCCC2)=O (spiro[2.6]nonan-4-one). The reactants are O (water), CC(C)([O-])C.[K+] (potassium tert-butoxide), [I-].ClCC[S+](C)C ((2-chloroethyl)-dimethylsulfonium iodide), C1(CCCCCC1)=O (cycloheptanone). Solvent: C(C)(C)(C)O (tert-butanol). Reported procedure: To a suspension of potassium tert-butoxide (3.48 g) in tert-butanol (32 mL) was added cycloheptanone (1.9 mL) while stirring under nitrogen atmosphere, followed by stirring the mixture at room temperature for 0.5 hour. Then, to the reaction mixture was added (2-chloroethyl)-dimethylsulfonium iodide (3.7 g) in eight portions over 1.6 hours, followed by stirring the mixture at room temperature for 16.5 hours. To the reaction mixture was added water, followed by extraction with diethyl ether. The o... Starting materials: OC1=CC=C(N)C=C1 (p-hydroxyaniline), C([O-])(O)=O.[Na+] (sodium bicarbonate), [N+](=O)([O-])C=1C=NC=CC1Cl (3-nitro-4-chloropyridine). Solvent: C(C)O (ethanol), C(C)O (ethanol). Reaction conditions: time 8 hour. Yields the product [N+](=O)([O-])C=1C=NC=CC1NC1=CC=C(C=C1)O (3-nitro-4-(p-hydroxyphenylamino)pyridine). As a reaction SMILES: [OH:1][C:2]1[CH:8]=[CH:7][C:5]([NH2:6])=[CH:4][CH:3]=1.C(=O)(O)[O-].[Na+].[N+:14]([C:17]1[CH:18]=[N:19][CH:20]=[CH:21][C:22]=1Cl)([O-:16])=[O:15]>C(O)C>[N+:14]([C:17]1[CH:18]=[N:19][CH:20]=[CH:21][C:22]=1[NH:6][C:5]1[CH:7]=[CH:8][C:2]([OH:1])=[CH:3][CH:4]=1)([O-:16])=[O:15] |f:1.2|. Procedure: To a stirred mixture of 50.2 g of p-hydroxyaniline and 38.7 g of sodium bicarbonate in 1.5 1 of ethanol was added dropwise 73 g of 3-nitro-4-chloropyridine in 2.0 l of ethanol. After stirring overnight at room temperature, the resulting solids were filtered, washed with water (2 l) and dried, 85.4 g. Starting materials: COC(CCS(=O)(=O)Cl)=O (3-chlorosulfonylpropionic acid methyl ester), Cl (hydrochloric acid), FC1=CC(=C(N)C=C1)C(F)(F)F (4-fluoro-2-trifluoromethylaniline), ClC(C)Cl (dichloroethane). The solvent is N1=CC=CC=C1 (pyridine), N1=CC=CC=C1 (pyridine). Conditions: time 20 minute. Yields the product COC(CCS(NC1=C(C=C(C=C1)F)C(F)(F)F)(=O)=O)=O (3-[N-(4-Fluoro-2-trifluoromethylphenyl)sulfamoyl]propionic Acid Methyl Ester). Reaction SMILES: [F:1][C:2]1[CH:8]=[CH:7][C:5]([NH2:6])=[C:4]([C:9]([F:12])([F:11])[F:10])[CH:3]=1.[CH3:13][O:14][C:15](=[O:22])[CH2:16][CH2:17][S:18](Cl)(=[O:20])=[O:19].ClC(Cl)C.Cl>N1C=CC=CC=1>[CH3:13][O:14][C:15](=[O:22])[CH2:16][CH2:17][S:18](=[O:20])(=[O:19])[NH:6][C:5]1[CH:7]=[CH:8][C:2]([F:1])=[CH:3][C:4]=1[C:9]([F:10])([F:11])[F:12]. Procedure: 8.96 g (50 mmol) of 4-fluoro-2-trifluoromethylaniline is dissolved in 100 ml of pyridine and under cold conditions combined under stirring with 9.52 g (50 mmol) of 3-chlorosulfonylpropionic acid methyl ester (98.5%). The mixture is agitated for 20 minutes, heated for 4 hours to 40° C., and the pyridine is exhausted under vacuum. The residue is distributed between dichloroethane and 4N hydrochloric acid. The organic solution is washed with water, dried over sodium sulfate, and concentrated to dry... Starting materials: ice, O.O.O.C(C)(=O)[O-].[Na+] (sodium acetate trihydrate), [N-]=[N+]=[N-].[Na+] (sodium azide), NC1=C(C(=O)C2=CC=CC=C2)C=C(C=C1)Cl (2-amino-5-chloro-benzophenone), N(=O)[O-].[Na+] (sodium nitrite). The solvent is O (water), O (water), C(C)(=O)O (acetic acid), C(C)(=O)O (acetic acid), Cl (hydrochloric acid), O (water). The product is N(=[N+]=[N-])C1=C(C(=O)C2=CC=CC=C2)C=C(C=C1)Cl (2-azido-5-chlorobenzophenone). RXN SMILES: [NH2:1][C:2]1[CH:15]=[CH:14][C:13]([Cl:16])=[CH:12][C:3]=1[C:4]([C:6]1[CH:11]=[CH:10][CH:9]=[CH:8][CH:7]=1)=[O:5].N([O-])=O.[Na+].O.O.O.C([O-])(=O)C.[Na+].[N-:29]=[N+:30]=[N-].[Na+]>C(O)(=O)C.Cl.O>[N:1]([C:2]1[CH:15]=[CH:14][C:13]([Cl:16])=[CH:12][C:3]=1[C:4]([C:6]1[CH:7]=[CH:8][CH:9]=[CH:10][CH:11]=1)=[O:5])=[N+:29]=[N-:30] |f:1.2,3.4.5.6.7,8.9|. Procedure: 23.2 G (0.100 mol) of 2-amino-5-chloro-benzophenone [compare F. D. Chattaway, J. Chem. Soc. 85, 340 (1940)] are dissolved in 100 ml of glacial acetic acid and in 25 ml (0.3 mol) of 36% strength hydrochloric acid. 6.9 G (0.100 mol) of sodium nitrite dissolved in 25 ml of water are then added dropwise over the course of 15 minutes whilst stirring and cooling with water at 20°-25°C and 250 g of ice, 250 ml of water and 41.0 g (0.300 mol) of sodium acetate trihydrate are added to the solution. The t...